Dataset: the Open Reaction Database (ORD), a public repository of structured organic reaction records. Task: describe an organic reaction: reactants, conditions, products, and yield Reactants: FC1=C(C=CC(=C1)F)/C=C/C1=NC=C(C=C1)S(=O)(=O)C1=C(C=CC=C1)F (2-[(E)-2-(2,4-difluorophenyl)vinyl]-5-[(2-fluorophenyl)sulfonyl]pyridine), [H-].[Na+] (sodium hydride), CN(CCCO)C (3-(dimethylamino)-1-propanol). Run in CN(C=O)C (N,N-dimethylformamide), CN(C=O)C (N,N-dimethylformamide), C(C)(=O)OCC (ethyl acetate). Run at time 10 minute. Yields the product FC1=C(C=CC(=C1)F)/C=C/C1=NC=C(C=C1)S(=O)(=O)C1=C(C=CC=C1)OCCCN(C)C (2-[(E)-2-(2,4-difluorophenyl)vinyl]-5-(2-[3-(dimethylamino)-1-propoxy]phenylsulfonyl)pyridine). As a reaction SMILES: [CH3:1][N:2]([CH3:7])[CH2:3][CH2:4][CH2:5][OH:6].[H-].[Na+].[F:10][C:11]1[CH:16]=[C:15]([F:17])[CH:14]=[CH:13][C:12]=1/[CH:18]=[CH:19]/[C:20]1[CH:25]=[CH:24][C:23]([S:26]([C:29]2[CH:34]=[CH:33][CH:32]=[CH:31][C:30]=2F)(=[O:28])=[O:27])=[CH:22][N:21]=1>CN(C)C=O.C(OCC)(=O)C>[F:10][C:11]1[CH:16]=[C:15]([F:17])[CH:14]=[CH:13][C:12]=1/[CH:18]=[CH:19]/[C:20]1[CH:25]=[CH:24][C:23]([S:26]([C:29]2[CH:34]=[CH:33][CH:32]=[CH:31][C:30]=2[O:6][CH2:5][CH2:4][CH2:3][N:2]([CH3:7])[CH3:1])(=[O:28])=[O:27])=[CH:22][N:21]=1 |f:1.2|. Procedure: 3-(dimethylamino)-1-propanol (17 μL, 0.14 mmol) was dissolved in N,N-dimethylformamide (1 mL) and sodium hydride (60% dispersion in mineral oil; 6 mg, 0.14 mmol) added. After stirring at room temperature under nitrogen for 10 minutes, a solution of 2-[(E)-2-(2,4-difluorophenyl)vinyl]-5-[(2-fluorophenyl)sulfonyl]pyridine (Example 1, 50 mg, 0.13 mmol) in N,N-dimethylformamide (1 mL) was added and the reaction stirred at room temperature under nitrogen for 3.5 days. The reaction was diluted with et... Reactants: C([C@@H]1[C@@H]2[C@@H]([C@H]([C@H](O1)O[C@@H]3[C@H](O[C@@H]([C@@H]([C@H]3O)O)O[C@@H]4[C@H](O[C@@H]([C@@H]([C@H]4O)O)O[C@@H]5[C@H](O[C@@H]([C@@H]([C@H]5O)O)O[C@@H]6[C@H](O[C@@H]([C@@H]([C@H]6O)O)O[C@@H]7[C@H](O[C@@H]([C@@H]([C@H]7O)O)O[C@@H]8[C@H](O[C@H](O2)[C@@H]([C@H]8O)O)CO)CO)CO)CO)CO)CO)O)O)O (β-CD), N[C@H](C(=O)O)CCC(=O)N[C@@H](CS)C(=O)NCC(=O)O (glutathione). The solvent is O (water). Yields the product N[C@H](C(=O)O)CCC(=O)N[C@@H](CS)C(=O)NCC(=O)O.C([C@@H]1[C@@H]2[C@@H]([C@H]([C@H](O1)O[C@@H]3[C@H](O[C@@H]([C@@H]([C@H]3O)O)O[C@@H]4[C@H](O[C@@H]([C@@H]([C@H]4O)O)O[C@@H]5[C@H](O[C@@H]([C@@H]([C@H]5O)O)O[C@@H]6[C@H](O[C@@H]([C@@H]([C@H]6O)O)O[C@@H]7[C@H](O[C@@H]([C@@H]([C@H]7O)O)O[C@@H]8[C@H](O[C@H](O2)[C@@H]([C@H]8O)O)CO)CO)CO)CO)CO)CO)O)O)O (glutathione β-CD). Isolated yield 96.8%. RXN SMILES: [CH2:1]([OH:77])[C@H:2]1[O:7][C@@H:6]2[O:8][C@H:9]3[C@H:14]([OH:15])[C@@H:13]([OH:16])[C@@H:12]([O:17][C@H:18]4[C@H:23]([OH:24])[C@@H:22]([OH:25])[C@@H:21]([O:26][C@H:27]5[C@H:32]([OH:33])[C@@H:31]([OH:34])[C@@H:30]([O:35][C@H:36]6[C@H:41]([OH:42])[C@@H:40]([OH:43])[C@@H:39]([O:44][C@H:45]7[C@H:50]([OH:51])[C@@H:49]([OH:52])[C@@H:48]([O:53][C@H:54]8[C@H:60]([OH:61])[C@@H:59]([OH:62])[C@@H:57]([O:58][C@H:3]1[C@H:4]([OH:76])[C@H:5]2[OH:75])[O:56][C@@H:55]8[CH2:63][OH:64])[O:47][C@@H:46]7[CH2:65][OH:66])[O:38][C@@H:37]6[CH2:67][OH:68])[O:29][C@@H:28]5[CH2:69][OH:70])[O:20][C@@H:19]4[CH2:71][OH:72])[O:11][C@@H:10]3[CH2:73][OH:74].[NH2:78][C@@H:79]([CH2:83][CH2:84][C:85]([NH:87][C@H:88]([C:91]([NH:93][CH2:94][C:95]([OH:97])=[O:96])=[O:92])[CH2:89][SH:90])=[O:86])[C:80]([OH:82])=[O:81]>O>[NH2:78][C@@H:79]([CH2:83][CH2:84][C:85]([NH:87][C@H:88]([C:91]([NH:93][CH2:94][C:95]([OH:97])=[O:96])=[O:92])[CH2:89][SH:90])=[O:86])[C:80]([OH:82])=[O:81].[CH2:67]([OH:68])[C@H:37]1[O:38][C@@H:39]2[O:44][C@H:45]3[C@H:50]([OH:51])[C@@H:49]([OH:52])[C@@H:48]([O:53][C@H:54]4[C@H:60]([OH:61])[C@@H:59]([OH:62])[C@@H:57]([O:58][C@H:3]5[C@H:4]([OH:76])[C@@H:5]([OH:75])[C@@H:6]([O:8][C@H:9]6[C@H:14]([OH:15])[C@@H:13]([OH:16])[C@@H:12]([O:17][C@H:18]7[C@H:23]([OH:24])[C@@H:22]([OH:25])[C@@H:21]([O:26][C@H:27]8[C@H:32]([OH:33])[C@@H:31]([OH:34])[C@@H:30]([O:35][C@H:36]1[C@H:41]([OH:42])[C@H:40]2[OH:43])[O:29][C@@H:28]8[CH2:69][OH:70])[O:20][C@@H:19]7[CH2:71][OH:72])[O:11][C@@H:10]6[CH2:73][OH:74])[O:7][C@@H:2]5[CH2:1][OH:77])[O:56][C@@H:55]4[CH2:63][OH:64])[O:47][C@@H:46]3[CH2:65][OH:66] |f:3.4|. Procedure: β-CD (17.0 g) was added to 1 liter of purified water with stirring, and 4.6 g of glutathione was added to the mixture in small portions with continued stirring. The resulting solution was freeze-dried in a conventional manner to give 20.9 g of a glutathione/β-CD inclusion complex. Starting materials: C(#N)C1=CC=C(C=C1)O (4-cyanophenol), [OH-].[Na+] (NaOH), ClCCN1CCOCC1 (N-(2-chloroethyl)morpholine), hydrochloride salt. Run in CN(C)C=O (DMF). Conditions: temperature 0 celsius, time 15 minute. Product: N1(CCOCC1)CCOC1=CC=C(C#N)C=C1 (4-[2-(4-morpholinyl)ethoxy]benzonitrile). Isolated yield 97.0%. RXN SMILES: [C:1]([C:3]1[CH:8]=[CH:7][C:6]([OH:9])=[CH:5][CH:4]=1)#[N:2].[OH-].[Na+].Cl[CH2:13][CH2:14][N:15]1[CH2:20][CH2:19][O:18][CH2:17][CH2:16]1>CN(C=O)C>[N:15]1([CH2:14][CH2:13][O:9][C:6]2[CH:7]=[CH:8][C:3]([C:1]#[N:2])=[CH:4][CH:5]=2)[CH2:20][CH2:19][O:18][CH2:17][CH2:16]1 |f:1.2|. Procedure: To a solution of 4-cyanophenol (5.95 g, 0.05 mol) in DMF (35 ml) at 0° C. is added 60% NaOH (2.2 g, 0.055 mol). The reaction mixture is stirred at 0° C. for 15 minutes, then at room temperature for 15 minutes and then N-(2-chloroethyl)morpholine (prepared from 11.16 g, 0.06 mol of the hydrochloride salt) is added, and the reaction mixture is stirred at room temperature for about two days. There is still a small amount of starting material present so the reaction mixture is heated on a steam bath... Starting materials: [OH-].[K+] (KOH), C(C)(C)(C)OC(=O)NCC#CC=1C(=C(C(=O)OC)C(=C(C1OCCCS(=O)(=O)O)C#CCNC(=O)OC(C)(C)C)OCCCS(=O)(=O)O)OCCCS(=O)(=O)O (methyl 3,5-bis(3-(tert-butoxycarbonylamino)prop-1-ynyl)-2,4,6-tris(3-sulfopropoxy)benzoate). The solvent is O (water). Run at temperature 55 celsius. Yields the product C(C)(C)(C)OC(=O)NCC#CC=1C(=C(C(=O)O)C(=C(C1OCCCS(=O)(=O)O)C#CCNC(=O)OC(C)(C)C)OCCCS(=O)(=O)O)OCCCS(=O)(=O)O (3,5-bis(3-(tert-butoxycarbonylamino)prop-1-ynyl)-2,4,6-tris(3-sulfopropoxy)benzoic acid). The yield is 91.0%. Reaction SMILES: [OH-].[K+].[C:3]([O:7][C:8]([NH:10][CH2:11][C:12]#[C:13][C:14]1[C:15]([O:51][CH2:52][CH2:53][CH2:54][S:55]([OH:58])(=[O:57])=[O:56])=[C:16]([C:21]([O:43][CH2:44][CH2:45][CH2:46][S:47]([OH:50])(=[O:49])=[O:48])=[C:22]([C:32]#[C:33][CH2:34][NH:35][C:36]([O:38][C:39]([CH3:42])([CH3:41])[CH3:40])=[O:37])[C:23]=1[O:24][CH2:25][CH2:26][CH2:27][S:28]([OH:31])(=[O:30])=[O:29])[C:17]([O:19]C)=[O:18])=[O:9])([CH3:6])([CH3:5])[CH3:4]>O>[C:3]([O:7][C:8]([NH:10][CH2:11][C:12]#[C:13][C:14]1[C:15]([O:51][CH2:52][CH2:53][CH2:54][S:55]([OH:58])(=[O:57])=[O:56])=[C:16]([C:21]([O:43][CH2:44][CH2:45][CH2:46][S:47]([OH:50])(=[O:49])=[O:48])=[C:22]([C:32]#[C:33][CH2:34][NH:35][C:36]([O:38][C:39]([CH3:40])([CH3:41])[CH3:42])=[O:37])[C:23]=1[O:24][CH2:25][CH2:26][CH2:27][S:28]([OH:31])(=[O:29])=[O:30])[C:17]([OH:19])=[O:18])=[O:9])([CH3:4])([CH3:5])[CH3:6] |f:0.1|. Procedure: Aq. KOH solution (1 M, 793 μl, 0.793 mmol, 5.00 eq) was added to a solution of 8d (184 mg, 0.159 mmol, 1.00 eq) in water (1.00 ml) and the mixture was heated to 55° C. for 15 h. The product was purified by reverse phase HPLC (Waters Xterra C18 RP 30×100 column, 0-27% AcN in 0.1 M TEAB, Akta Purifier) to give 8f (122 mg, 67% yield). LCMS: Calculated Mass 842.2, Observed Mass 841.1 (M−). The reactants are C[O-].[Na+] (sodium methoxide), CO (methanol), CO (methanol), OC1=CC=C2C(C(CSC2=C1)(C)C1=CC=C(C=C1)O)CCCCCCCCC(C(=O)O)CCC(C(C(C(F)(F)F)(F)F)(F)F)(F)F (10-[(3RS,4RS)-7-hydroxy-3-(4-hydroxyphenyl)-3-methylthiochroman-4-yl]-2-(3,3,4,4,5,5,6,6,6-nonafluorohexyl)decanoic acid). Run in C(C)OCC (ethyl ether). Run at time 2 hour. Yields the product OC1=CC=C2C(C(CSC2=C1)(C)C1=CC=C(C=C1)O)CCCCCCCCC(C(=O)[O-])CCC(C(C(C(F)(F)F)(F)F)(F)F)(F)F.[Na+] (sodium 10-[(3RS,4RS)-7-hydroxy-3-(4-hydroxyphenyl)-3-methylthiochroman-4-yl]-2-(3,3,4,4,5,5,6,6,6-nonafluorohexyl)decanoate). RXN SMILES: C[O-].[Na+:3].CO.[OH:6][C:7]1[CH:16]=[C:15]2[C:10]([CH:11]([CH2:25][CH2:26][CH2:27][CH2:28][CH2:29][CH2:30][CH2:31][CH2:32][CH:33]([CH2:37][CH2:38][C:39]([F:51])([F:50])[C:40]([F:49])([F:48])[C:41]([F:47])([F:46])[C:42]([F:45])([F:44])[F:43])[C:34]([OH:36])=[O:35])[C:12]([C:18]3[CH:23]=[CH:22][C:21]([OH:24])=[CH:20][CH:19]=3)([CH3:17])[CH2:13][S:14]2)=[CH:9][CH:8]=1>C(OCC)C>[OH:6][C:7]1[CH:16]=[C:15]2[C:10]([CH:11]([CH2:25][CH2:26][CH2:27][CH2:28][CH2:29][CH2:30][CH2:31][CH2:32][CH:33]([CH2:37][CH2:38][C:39]([F:51])([F:50])[C:40]([F:48])([F:49])[C:41]([F:46])([F:47])[C:42]([F:43])([F:44])[F:45])[C:34]([O-:36])=[O:35])[C:12]([C:18]3[CH:23]=[CH:22][C:21]([OH:24])=[CH:20][CH:19]=3)([CH3:17])[CH2:13][S:14]2)=[CH:9][CH:8]=1.[Na+:3] |f:0.1,5.6|. Reported procedure: A solution of sodium methoxide in methanol (1.0 mol/l, 0.145 ml, 0.145 mmol) was added to a methanol (1 ml) solution of the 10-[(3RS,4RS)-7-hydroxy-3-(4-hydroxyphenyl)-3-methylthiochroman-4-yl]-2-(3,3,4,4,5,5,6,6,6-nonafluorohexyl)decanoic acid prepared in Example 8 (100 mg, 0.145 mmol), followed by stirring for 2 hours at room temperature. After addition of ethyl ether, the reaction mixture was evaporated under reduced pressure to remove the solvent, thereby giving sodium 10-[(3RS,4RS)-7-hydrox... The reactants are C(C)N(C(=O)C1=CC=C(C=C1)C(=CC(=O)OCC)C1=CC(=CC=C1)OC)CC (Ethyl 3-(4-diethylcarbamoylphenyl)-3-(3-methoxyphenyl)acrylate). Reagents/catalysts: [Pd] (palladium/carbon). Solvent: CO (methanol). Run at time 22 hour. The product is C(C)N(C(=O)C1=CC=C(C=C1)C(CC(=O)OCC)C1=CC(=CC=C1)OC)CC (Ethyl 3-(4-diethylcarbamoylphenyl)-3-(3-methoxyphenyl)Propionate). Isolated yield 88.8%. Reaction SMILES: [CH2:1]([N:3]([CH2:27][CH3:28])[C:4]([C:6]1[CH:11]=[CH:10][C:9]([C:12]([C:19]2[CH:24]=[CH:23][CH:22]=[C:21]([O:25][CH3:26])[CH:20]=2)=[CH:13][C:14]([O:16][CH2:17][CH3:18])=[O:15])=[CH:8][CH:7]=1)=[O:5])[CH3:2]>CO.[Pd]>[CH2:27]([N:3]([CH2:1][CH3:2])[C:4]([C:6]1[CH:7]=[CH:8][C:9]([CH:12]([C:19]2[CH:24]=[CH:23][CH:22]=[C:21]([O:25][CH3:26])[CH:20]=2)[CH2:13][C:14]([O:16][CH2:17][CH3:18])=[O:15])=[CH:10][CH:11]=1)=[O:5])[CH3:28]. Procedure details: Ethyl 3-(4-diethylcarbamoylphenyl)-3-(3-methoxyphenyl)acrylate (308 mg) synthesized by the method described in WO97/10230 was dissolved in methanol (6 ml), added with 10% palladium/carbon (60 mg) and stirred at room temperature for 22 hours under a hydrogen gas atmosphere. Insoluble solids were removed by filtration, and then the solvent was evaporated under reduced pressure to obtain 275 mg of the title compound. Yield: 89%. Starting materials: FC(COC1=C(C=CC(=C1)N1N=NC=C1)CC(=O)OC)(F)F (methyl 2-(2,2,2-trifluoroethoxy)-4(1-triazolyl)phenylacetate), O (water), O[Li].O (LiOH·H2O), Cl (HCl). Solvent: C1CCOC1 (THF). Reaction conditions: time 14 hour. The product is FC(COC1=C(C=CC(=C1)N1N=NC=C1)CC(=O)O)(F)F (2-(2,2,2-trifluoroethoxy)-4-(1-triazolyl)phenylacetic acid). RXN SMILES: [F:1][C:2]([F:22])([F:21])[CH2:3][O:4][C:5]1[CH:10]=[C:9]([N:11]2[CH:15]=[CH:14][N:13]=[N:12]2)[CH:8]=[CH:7][C:6]=1[CH2:16][C:17]([O:19]C)=[O:18].O.O[Li].O.Cl>C1COCC1>[F:22][C:2]([F:1])([F:21])[CH2:3][O:4][C:5]1[CH:10]=[C:9]([N:11]2[CH:15]=[CH:14][N:13]=[N:12]2)[CH:8]=[CH:7][C:6]=1[CH2:16][C:17]([OH:19])=[O:18] |f:2.3|. Procedure: To a stirred solution of methyl 2-(2,2,2-trifluoroethoxy)-4-(1-triazolyl)phenylacetate (0.54 g, 1.7 mmol) from Step 2 above in THF (10 mL) and water (2.5 mL) was added LiOH·H2O (0.11 g, 2.6 mmol). The mixture was stirred at ambient temperature for 14 h. The solution was adjusted to pH 2 by the addition of 5 N aqueous HCl and the solvents were removed under reduced pressure to give 2-(2,2,2-trifluoroethoxy)-4-(1-triazolyl)phenylacetic acid was obtained as a gum (HPLC retention time=6.0 min (metho...